This data is from the Open Reaction Database (ORD), a public repository of structured organic reaction records. The task is: describe an organic reaction: reactants, conditions, products, and yield Starting materials: CC[SiH](CC)CC, COC(=O)c1cc(C(=O)Cc2ccccc2)c[nH]1, O=C(O)C(F)(F)F. Yields the product COC(=O)c1cc(CCc2ccccc2)c[nH]1. RXN SMILES: [CH2:1]([SiH:2]([CH2:3][CH3:4])[CH2:5][CH3:6])[CH3:7].[CH3:8][O:9][C:10](=[O:11])[c:12]1[nH:13][cH:14][c:15]([C:17]([CH2:18][c:19]2[cH:20][cH:21][cH:22][cH:23][cH:24]2)=[O:25])[cH:16]1.[OH:26][C:27]([C:28]([F:29])([F:30])[F:31])=[O:32]>>[CH3:8][O:9][C:10](=[O:11])[c:12]1[nH:13][cH:14][c:15]([CH2:17][CH2:18][c:19]2[cH:20][cH:21][cH:22][cH:23][cH:24]2)[cH:16]1. The reactants are C(C1=CC=CC=C1)N1CCC(CC1)N1C=CC2=CC=CC=C12 (1-benzyl-4-(1-indolyl)-piperidine). The reagents and catalysts are [OH-].[OH-].[Pd+2] (Pd(OH)2). Solvent: C(C)(=O)O (acetic acid). Run at temperature 80 celsius, time 1 hour. Product: N1(C=CC2=CC=CC=C12)C1CCNCC1 (4-(1-indolyl)-piperidine). The yield is 80.0%. As a reaction SMILES: C([N:8]1[CH2:13][CH2:12][CH:11]([N:14]2[C:22]3[C:17](=[CH:18][CH:19]=[CH:20][CH:21]=3)[CH:16]=[CH:15]2)[CH2:10][CH2:9]1)C1C=CC=CC=1>[OH-].[OH-].[Pd+2].C(O)(=O)C>[N:14]1([CH:11]2[CH2:12][CH2:13][NH:8][CH2:9][CH2:10]2)[C:22]2[C:17](=[CH:18][CH:19]=[CH:20][CH:21]=2)[CH:16]=[CH:15]1 |f:1.2.3|. Procedure: A glacial acetic acid (15 mL) solution containing Pd(OH)2 /C and 1-benzyl-4-(1-indolyl)-piperidine was placed under an H2 atmosphere. The reaction temperature was raised to 80° C. After 1 hour, the reaction was cooled to room temperature and filtered. The filtrate was made basic (pH 8-9) with saturated NaHCO3, and extracted with methylene chloride. The extract was washed with water, dried, and concentrated. This material was sufficiently pure for further reactions giving 1.09 g (80% yield) of th... Reactants: BrCCBr, [Li]CCCC, COCc1cc2ccccn2n1, [Cl-], [NH4+], C1CCOC1, O. Yields the product COCc1cc2cccc(Br)n2n1. RXN SMILES: [Br:18][CH2:19][CH2:20][Br:21].[CH2:13]([Li:14])[CH2:15][CH2:16][CH3:17].[CH3:1][O:2][CH2:3][c:4]1[n:5][n:6]2[c:7]([cH:8][cH:9][cH:10][cH:11]2)[cH:12]1.[Cl-:22].[NH4+:23].[O:24]1[CH2:25][CH2:26][CH2:27][CH2:28]1.[OH2:29]>>[CH3:1][O:2][CH2:3][c:4]1[n:5][n:6]2[c:7]([cH:8][cH:9][cH:10][c:11]2[Br:18])[cH:12]1. RXN SMILES: O.[Sn](Cl)Cl.C1COCC1.F[B-](F)(F)F.[F:15][C:16]1[CH:21]=[C:20]([Cl:22])[C:19]([O:23][CH:24]2[CH2:28][CH2:27][CH2:26][CH2:25]2)=[CH:18][C:17]=1[N+:29]#[N:30].[OH-].[K+]>Cl>[F:15][C:16]1[CH:21]=[C:20]([Cl:22])[C:19]([O:23][CH:24]2[CH2:28][CH2:27][CH2:26][CH2:25]2)=[CH:18][C:17]=1[NH:29][NH2:30] |f:0.1,3.4,5.6|. Reaction conditions: time 8 hour. The product is FC1=C(C=C(C(=C1)Cl)OC1CCCC1)NN (2-fluoro-4-chloro-5-cyclopentyloxyphenylhydrazine). Starting materials: C1CCOC1 (THF), C1CCOC1 (THF), F[B-](F)(F)F.FC1=C(C=C(C(=C1)Cl)OC1CCCC1)[N+]#N (2-fluoro-4-chloro-5-cyclopentyloxyphenyl-diazonium fluoroborate), [OH-].[K+] (potassium hydroxide), O.[Sn](Cl)Cl (tin (II) chloride monohydrate). Solvent: Cl (hydrochloric acid). Procedure details: To a solution of tin (II) chloride monohydrate (200 g, 0.886 mol) dissolved in concentrated hydrochloric acid (200 ml) and THF (200 ml) was added a THF (200 ml) solution of 2-fluoro-4-chloro-5-cyclopentyloxyphenyl-diazonium fluoroborate (31.3 g, 0.094 mol) under cooling at 0° to 5° C. After stirring for 8 hours at that temperature, an aqueous solution (1,000 ml) of potassium hydroxide (160 g) was added thereto. The solid that was formed was separated by filtration, and the filtrate was extracted... Yields the product ClCC(=O)C1=CC=2C(C3=CC(=CC=C3C2C=C1)C(CCl)=O)=O (2,7-Bis(chloroacetyl)fluoren-9-one). The solvent is C(C)(=O)O (acetic acid). Reactants: ClCC(=O)C1=CC=2CC3=CC(=CC=C3C2C=C1)C(CCl)=O (2,7-bis(chloroacetyl)fluorene), [Cr](=O)(=O)([O-])O[Cr](=O)(=O)[O-].[Na+].[Na+] (sodium dichromate). Procedure details: A mixture of 5.0g (0.016 mole) of 2,7-bis(chloroacetyl)fluorene, 6.3g (0.020 mole) of sodium dichromate and 125 ml of glacial acetic acid was refluxed with stirring for seventeen hours. The resulting precipitate was filtered while the solution was hot, then washed with acetic acid and dried in vacuo to yield the desired product. RXN SMILES: [Cl:1][CH2:2][C:3]([C:5]1[CH:17]=[CH:16][C:15]2[C:14]3[C:9](=[CH:10][C:11]([C:18](=[O:21])[CH2:19][Cl:20])=[CH:12][CH:13]=3)[CH2:8][C:7]=2[CH:6]=1)=[O:4].[Cr](O[Cr]([O-])(=O)=O)([O-])(=O)=[O:23].[Na+].[Na+]>C(O)(=O)C>[Cl:1][CH2:2][C:3]([C:5]1[CH:17]=[CH:16][C:15]2[C:14]3[C:9](=[CH:10][C:11]([C:18](=[O:21])[CH2:19][Cl:20])=[CH:12][CH:13]=3)[C:8](=[O:23])[C:7]=2[CH:6]=1)=[O:4] |f:1.2.3|. Reactants: COc1ccc2nc(SC3CCCc4cc(C)cnc43)[nH]c2c1, ClCCl, [Na+], [Na+], O=C([O-])[O-], O, O=C(OO)c1cccc(Cl)c1. Product: COc1ccc2nc(S(=O)C3CCCc4cc(C)cnc43)[nH]c2c1. Reaction SMILES: [CH3:1][c:2]1[cH:3][n:4][c:5]2[c:10]([cH:11]1)[CH2:9][CH2:8][CH2:7][CH:6]2[S:12][c:13]1[nH:14][c:15]2[c:16]([n:17]1)[cH:18][cH:19][c:20]([O:22][CH3:23])[cH:21]2.[Cl:42][CH2:43][Cl:44].[Na+:36].[Na+:37].[O-:38][C:39](=[O:40])[O-:41].[OH2:35].[OH:24][O:25][C:26]([c:27]1[cH:28][c:29]([Cl:30])[cH:31][cH:32][cH:33]1)=[O:34]>>[CH3:1][c:2]1[cH:3][n:4][c:5]2[c:10]([cH:11]1)[CH2:9][CH2:8][CH2:7][CH:6]2[S:12]([c:13]1[nH:14][c:15]2[c:16]([n:17]1)[cH:18][cH:19][c:20]([O:22][CH3:23])[cH:21]2)=[O:24].